This data is from the Open Reaction Database (ORD), a public repository of structured organic reaction records. The task is: describe an organic reaction: reactants, conditions, products, and yield Reactants: O=C(C(CC(=O)OC)NC(C(C)(C)C)=O)C (Methyl 4-oxo-3-pivaloylaminovalerate), S(O)(O)(=O)=O (sulfuric acid). The solvent is C(C)(=O)OC(C)=O (acetic anhydride). Conditions: temperature 80 celsius, time 20 minute. Product: C(C)(C)(C)C=1OC(=C(N1)CC(=O)O)C (2-tert-butyl-5-methyl-4-oxazoleacetic acid). Reaction SMILES: O=[C:2]([CH3:16])[CH:3]([NH:9][C:10](=[O:15])[C:11]([CH3:14])([CH3:13])[CH3:12])[CH2:4][C:5]([O:7]C)=[O:6].S(=O)(=O)(O)O>C(OC(=O)C)(=O)C>[C:11]([C:10]1[O:15][C:2]([CH3:16])=[C:3]([CH2:4][C:5]([OH:7])=[O:6])[N:9]=1)([CH3:14])([CH3:13])[CH3:12]. Procedure: Methyl 4-oxo-3-pivaloylaminovalerate was dissolved in acetic anhydride (15 ml), and concentrated sulfuric acid (1.2 ml) was added dropwise with stirring. The mixture was allowed to stand at room temperature for 20 minutes and heated at 80° C. for 5 minutes. The acetic anhydride was distilled off under reduced pressure and the residue was poured into 50 ml of ice water. The mixture was neutralized with potassium carbonate and extracted with ethyl ether. The ethyl ether layer was washed with water... Starting materials: N1=CN=C2NC=NC2=C1 (9H-purine), [H-].[Na+] (NaH), O (water), ClCC1=CC2=C(N=C(O2)SC)C=C1 (6-(chloromethyl)-2-(methylthio)benzo[d]oxazole). The solvent is CN(C)C=O (DMF). Run at time 30 minute. The product is N1=CN=C2N(C=NC2=C1)CC1=CC2=C(N=C(O2)SC)C=C1 (6-((9H-purin-9-yl)methyl)-2-(methylthio)benzo[d]oxazole). Isolated yield 30.8%. Reaction SMILES: [N:1]1[CH:9]=[C:8]2[C:4]([NH:5][CH:6]=[N:7]2)=[N:3][CH:2]=1.[H-].[Na+].Cl[CH2:13][C:14]1[CH:24]=[CH:23][C:17]2[N:18]=[C:19]([S:21][CH3:22])[O:20][C:16]=2[CH:15]=1.O>CN(C=O)C>[N:1]1[CH:9]=[C:8]2[C:4]([N:5]([CH2:13][C:14]3[CH:24]=[CH:23][C:17]4[N:18]=[C:19]([S:21][CH3:22])[O:20][C:16]=4[CH:15]=3)[CH:6]=[N:7]2)=[N:3][CH:2]=1 |f:1.2|. Procedure: To a stirred solution of 9H-purine (784 mg, 6.53 mmol) in DMF (16 mL) was added NaH (60% dispersion in mineral oil, 373 mg, 9.33 mmol), portionwise at 0° C. After stirring for 30 min, 6-(chloromethyl)-2-(methylthio)benzo[d]oxazole (1.3 g, 6.22 mmol) was added to the mixture. The reaction mixture was allowed to warm to rt and stir for 3 h. The reaction mixture was poured into water (150 mL) and extracted with ethyl acetate (150 mL×4). The combined organic layers were washed with water and brine, ...